This data is from the Open Reaction Database (ORD), a public repository of structured organic reaction records. The task is: describe an organic reaction: reactants, conditions, products, and yield Starting materials: B(Br)(Br)Br (boron tribromide), COC[C@@H](OC=1C=C(OC=2N=NC(=CC2)S(=O)(=O)C)C=C(C1)C=1NC(=CC1)C=1O[C@H](CN1)C)C (3-(3-[(1S)-2-Methoxy-1-methylethoxy]-5-{5-[(5S)-5-methyl-4,5-dihydro-1,3-oxazol-2-yl]-1H-pyrrol-2-yl}phenoxy)-6-(methylsulfonyl)pyridazine), C(O)([O-])=O.[Na+] (sodium hydrogencarbonate). The solvent is C(Cl)Cl (methylene chloride). Reaction conditions: time 4 hour. Product: C[C@H]1CN=C(O1)C1=CC=C(N1)C=1C=C(O[C@H](CO)C)C=C(C1)OC=1N=NC(=CC1)S(=O)(=O)C ((2S)-2-(3-{5-[(5S)-5-Methyl-4,5-dihydro-1,3-oxazol-2-yl]-1H-pyrrol-2-yl}-5-{[6-(methylsulfonyl)pyridazin-3-yl]oxy}phenoxy)propan-1-ol). The yield is 88.2%. RXN SMILES: C[O:2][CH2:3][C@H:4]([CH3:34])[O:5][C:6]1[CH:7]=[C:8]([CH:20]=[C:21]([C:23]2[NH:24][C:25]([C:28]3[O:29][C@@H:30]([CH3:33])[CH2:31][N:32]=3)=[CH:26][CH:27]=2)[CH:22]=1)[O:9][C:10]1[N:11]=[N:12][C:13]([S:16]([CH3:19])(=[O:18])=[O:17])=[CH:14][CH:15]=1.B(Br)(Br)Br.C(=O)([O-])O.[Na+]>C(Cl)Cl>[CH3:33][C@@H:30]1[O:29][C:28]([C:25]2[NH:24][C:23]([C:21]3[CH:22]=[C:6]([CH:7]=[C:8]([O:9][C:10]4[N:11]=[N:12][C:13]([S:16]([CH3:19])(=[O:17])=[O:18])=[CH:14][CH:15]=4)[CH:20]=3)[O:5][C@@H:4]([CH3:34])[CH2:3][OH:2])=[CH:27][CH:26]=2)=[N:32][CH2:31]1 |f:2.3|. Reported procedure: 3-(3-[(1S)-2-Methoxy-1-methylethoxy]-5-{5-[(5S)-5-methyl-4,5-dihydro-1,3-oxazol-2-yl]-1H-pyrrol-2-yl}phenoxy)-6-(methylsulfonyl)pyridazine (116 mg, 0.24 mmol) synthesized in Example (118d) was dissolved in methylene chloride (5 mL), and boron tribromide (1.0 mol/L methylene chloride solution, 0.26 mL, 0.26 mmol) was added at −78° C. under nitrogen atmosphere. Subsequently, the temperature was brought back to room temperature, followed by stirring for 4 hours. To the reaction solution, a saturate... The reactants are ( 1 ), [H-].[Na+] (sodium hydride), [Cl-].[NH4+] (ammonium chloride), C(C)(C)(C)C1=CC=C(C=C1)S(=O)(=O)NC1=NC(=NC(=C1OC1=C(C=CC=C1)OC)OCCOC1OCCCC1)S(=O)(=O)C (4-tert-butyl-N-{5-(2-methoxyphenoxy)-2-methylsulfonyl-6-[2-(tetrahydropyran-2-yloxy)ethoxy]pyrimidin-4-yl}benzene-sulfonamide). The solvent is C(CO)O (ethylene glycol). Reaction conditions: time 18 hour. Product: C(C)(C)(C)C1=CC=C(C=C1)S(=O)(=O)NC1=NC(=NC(=C1OC1=C(C=CC=C1)OC)OCCOC1OCCCC1)OCCO (4-tert-butyl-N-{2-(2-hydroxyethoxy)-5-(2-methoxy-phenoxy)-6-[2-(tetrahydropyran-2-yloxy)ethoxy]pyrimidin-4-yl}benzene-sulfonamide). RXN SMILES: [H-].[Na+].[C:3]([C:7]1[CH:12]=[CH:11][C:10]([S:13]([NH:16][C:17]2[C:22]([O:23][C:24]3[CH:29]=[CH:28][CH:27]=[CH:26][C:25]=3[O:30][CH3:31])=[C:21]([O:32][CH2:33][CH2:34][O:35][CH:36]3[CH2:41][CH2:40][CH2:39][CH2:38][O:37]3)[N:20]=[C:19](S(C)(=O)=O)[N:18]=2)(=[O:15])=[O:14])=[CH:9][CH:8]=1)([CH3:6])([CH3:5])[CH3:4].[Cl-].[NH4+]>C(O)CO>[C:3]([C:7]1[CH:12]=[CH:11][C:10]([S:13]([NH:16][C:17]2[C:22]([O:23][C:24]3[CH:29]=[CH:28][CH:27]=[CH:26][C:25]=3[O:30][CH3:31])=[C:21]([O:32][CH2:33][CH2:34][O:35][CH:36]3[CH2:41][CH2:40][CH2:39][CH2:38][O:37]3)[N:20]=[C:19]([O:23][CH2:22][CH2:21][OH:32])[N:18]=2)(=[O:14])=[O:15])=[CH:9][CH:8]=1)([CH3:6])([CH3:5])[CH3:4] |f:0.1,3.4|. Procedure: ##STR149## (1) To ethylene glycol (2 ml) is added sodium hydride (60% dispersion, 125.8 mg). To this mixture is added 4-tert-butyl-N-{5-(2-methoxyphenoxy)-2-methylsulfonyl-6-[2-(tetrahydropyran-2-yloxy)ethoxy]pyrimidin-4-yl}benzene-sulfonamide obtained in Reference Example 10-(2) (500 mg), and the mixture is stirred at room temperature for 18 hours. To the reaction solution is added an aqueous ammonium chloride solution, and the mixture is extracted with ethyl acetate. The ethyl acetate layer is... The reactants are C1(=CC=CC=C1)C=1OCC(N1)CSC1=CC=C(C=C1)O (4-[[2-phenyl-(2-oxazolin-4-yl)]methylthio]phenol), C1=CC(=CC(=C1)Cl)C(=O)OO (MCPBA), C1=CC(=CC(=C1)Cl)C(=O)OO (MCPBA). Solvent: C(Cl)Cl (methylenechloride), C(Cl)Cl (methylenechloride). The product is C1(=CC=CC=C1)C=1OCC(N1)CS(=O)C1=CC=C(C=C1)O (4-[[2-Phenyl-(2-oxazolin-4-yl)]methylsulfinyl]phenol). Reaction SMILES: [C:1]1([C:7]2[O:8][CH2:9][CH:10]([CH2:12][S:13][C:14]3[CH:19]=[CH:18][C:17]([OH:20])=[CH:16][CH:15]=3)[N:11]=2)[CH:6]=[CH:5][CH:4]=[CH:3][CH:2]=1.C1C=C(Cl)C=C(C(OO)=[O:29])C=1>C(Cl)Cl>[C:1]1([C:7]2[O:8][CH2:9][CH:10]([CH2:12][S:13]([C:14]3[CH:15]=[CH:16][C:17]([OH:20])=[CH:18][CH:19]=3)=[O:29])[N:11]=2)[CH:2]=[CH:3][CH:4]=[CH:5][CH:6]=1. Procedure details: To a solution of 2.85 q (10.0 mm) of the sulfide prepared in Example 1 in 50 ml methylenechloride at 25° C. was added 2.1 g (12 mm) of 90% MCPBA. Small portions of MCPBA were added until conversion was completed as indicated by thin layer chromatography. The solution was poured into 50 ml methylenechloride, washed with 100 ml NaHCO3 solution, dried over Na2SO4, filtered and concentrated to give crude title compound. The reactants are C=1(C(=CC=CC1)CBr)CBr (o-xylylene dibromide), C=1(C(=CC=CC1)CBr)CBr (o-xylylene dibromide), CN1C=C2C=CC=CC2=C1 (2-methylisoindole), CNN (methylhydrazine). Run in O=O (oxygen), deuterated chloroform. Reaction conditions: temperature 20 celsius, time 30 minute. Yields the product CC=1NC2=CC=CC=C2C1 (2-methylindole). As a reaction SMILES: [C:1]1([CH2:9]Br)[C:2](CBr)=[CH:3][CH:4]=[CH:5][CH:6]=1.CNN.C[N:15]1C=C2[C:17](C=CC=C2)=[CH:16]1>O=O>[CH3:17][C:16]1[NH:15][C:2]2[C:1]([CH:9]=1)=[CH:6][CH:5]=[CH:4][CH:3]=2. Procedure: A 2-liter 4-neck flask equipped with a dropping funnel, a stirrer, a thermometer, and a nitrogen-introducing inlet was charged with 15.0 g (0.057 mole) of o-xylylene dibromide, and this o-xylylene dibromide was dissolved in 150 ml of oxygen-removed anhydrous diethyl ether. Then, 10.5 g (0.23 mole) of methylhydrazine was dropped into the solution with stirring at 20° C. over a period of 30 minutes, and the mixture was stirred at room temperature for 12 hours. The formed white precipitate was reco... The reactants are ClC1=CC=C(C=C1)C(C(=O)O)=C(C)C (2-(p- chlorophenyl)-3-methylcrotonic acid), O=O (O2), Ru(OAc)2. Reagents/catalysts: [Ru] (Ruthenium). Solvent: CO (methanol), CO (methanol). Reaction conditions: time 15 minute. Yields the product ClC1=CC=C(C=C1)[C@H](C(=O)O)C(C)C ((R)-2-(p-chlorophenyl)-3-methylbutyric acid). The yield is 91.1%. RXN SMILES: O=O.[Cl:3][C:4]1[CH:9]=[CH:8][C:7]([C:10](=[C:14]([CH3:16])[CH3:15])[C:11]([OH:13])=[O:12])=[CH:6][CH:5]=1>CO.[Ru]>[Cl:3][C:4]1[CH:5]=[CH:6][C:7]([C@@H:10]([CH:14]([CH3:16])[CH3:15])[C:11]([OH:13])=[O:12])=[CH:8][CH:9]=1. Reported procedure: Ruthenium-catalyzed hydrogenation. -- A catalyst solution was prepared in a glove box (O2 content <1 ppm) by dissolving 0.0914 g (0.119 mmol) of Ru(OAc)2 [(S)-BIPHEMP] in 50 ml of methanol and stirring at 20° for 15 minutes. Then, 5.0 g (23.74 mmol) of 2-(p- chlorophenyl)-3-methylcrotonic acid and 23 ml of methanol were placed in a 185 ml autoclave and the catalyst solution prepared above was added. The autoclave was sealed and the hydrogenation was carried out at 20° while stirring and under a ... Run in CC(=O)C (acetone). Yield: 48.5%. Yields the product FC1=CC2=C(SC(=C2C)S(=O)(=O)NC2=C(C=C(C=C2)C=2SC=C(N2)C)S(=O)(=O)C)C=C1 (5-fluoro-N-[2-methanesulfonyl-4-(4-methylthiazol-2-yl)phenyl]-3-methylbenzo[b]thiophene-2-sulfonamide). Procedure: Into 10 mL of acetone was dissolved 64 mg of Compound 64, and 180 mg of sodium iodide was added, followed by 24 hours of heating under refluxing. Further, 180 mg of sodium iodide was added and the mixture was heated under refluxing for 19 hours. The solvent was removed by evaporation under reduced pressure and the residue was dissolved into ethyl acetate. The solution was washed with water, 5% aqueous sodium thiosulfate solution, water and saturated brine, successively, and then dried over anhyd... Reaction conditions: time 24 hour. As a reaction SMILES: Cl[CH2:2][C:3]1[N:4]=[C:5]([C:8]2[CH:13]=[CH:12][C:11]([NH:14][S:15]([C:18]3[S:22][C:21]4[CH:23]=[CH:24][C:25]([F:27])=[CH:26][C:20]=4[C:19]=3[CH3:28])(=[O:17])=[O:16])=[C:10]([S:29]([CH3:32])(=[O:31])=[O:30])[CH:9]=2)[S:6][CH:7]=1.[I-].[Na+]>CC(C)=O>[F:27][C:25]1[CH:24]=[CH:23][C:21]2[S:22][C:18]([S:15]([NH:14][C:11]3[CH:12]=[CH:13][C:8]([C:5]4[S:6][CH:7]=[C:3]([CH3:2])[N:4]=4)=[CH:9][C:10]=3[S:29]([CH3:32])(=[O:31])=[O:30])(=[O:16])=[O:17])=[C:19]([CH3:28])[C:20]=2[CH:26]=1 |f:1.2|. Reactants: ClCC=1N=C(SC1)C1=CC(=C(C=C1)NS(=O)(=O)C1=C(C2=C(S1)C=CC(=C2)F)C)S(=O)(=O)C (N-[4-(4-chloromethylthiazol-2-yl)-2-methanesulfonylphenyl]-5-fluoro-3-methylbenzo[b]thiophene-2-sulfonamide), [I-].[Na+] (sodium iodide), [I-].[Na+] (sodium iodide). The product is NC1=CC(=NC(=N1)C(=O)OCC)C(=O)OCC (diethyl 6-aminopyrimidine-2,4-dicarboxylate). The reactants are N1=C(N=C(N=C1C(=O)OCC)C(=O)OCC)C(=O)OCC (triethyl 1,3,5-triazine-2,4,6-tricarboxylate), [Cl-].NC(C)=[NH2+] (1-aminoethaniminium chloride). As a reaction SMILES: [N:1]1[C:6]([C:7]([O:9][CH2:10][CH3:11])=[O:8])=[N:5][C:4]([C:12]([O:14][CH2:15][CH3:16])=[O:13])=[N:3][C:2]=1[C:17](OCC)=O.[Cl-].NC(=[NH2+])C>CN(C=O)C>[NH2:1][C:2]1[N:3]=[C:4]([C:12]([O:14][CH2:15][CH3:16])=[O:13])[N:5]=[C:6]([C:7]([O:9][CH2:10][CH3:11])=[O:8])[CH:17]=1 |f:1.2|. Solvent: CN(C)C=O (DMF). Procedure: To a stirred solution of triethyl 1,3,5-triazine-2,4,6-tricarboxylate (J. Org. Chem. 59, 4950, 1994) (2.02 g, 6.80 mmol.) in DMF (15 mL) is added 1-aminoethaniminium chloride (1.29 g, 13.60 mmol). After the addition, the mixture is heated at 100° C. for 18 hours then the mixture is extracted three times with ethyl acetate. The combined organic layers are washed with water and brine then is dried over magnesium sulfate. The solvent is removed under reduced pressure and the residue is purified by ... Run at temperature 100 celsius. The reactants are ON=C(CCC1CCOCC1)C=1C=NC=CC1 (1-(hydroxyimino)-3-(4-oxanyl)-1-(3-pyridyl)-propane), C(C)(=O)O (acetic acid), O1CCC(CC1)CCC(=O)C=1C=NC=CC1 (3-(4-oxanyl)-1 -(3-pyridyl)-propan-1-one), Cl.NO (hydroxylamine hydrochloride), ON=C(CCC1CCOCC1)C=1C=NC=CC1 (1-(hydroxyimino)-3-(4-oxanyl)-1-(3-pyridyl)-propane). Reagents/catalysts: [Zn] (Zinc). The solvent is [OH-].[Na+] (sodium hydroxide), C(C)O (ethanol), C([O-])(O)=O.[Na+] (sodium bicarbonate). Run at time 10 hour. Yields the product O1CCC(CC1)CCC(C=1C=NC=CC1)N (3-(4-oxanyl)-1-(3-pyridyl)-propylamine). Isolated yield 88.2%. As a reaction SMILES: O1CCC(CCC(C2C=NC=CC=2)=O)CC1.Cl.NO.O[N:21]=[C:22]([C:31]1[CH:32]=[N:33][CH:34]=[CH:35][CH:36]=1)[CH2:23][CH2:24][CH:25]1[CH2:30][CH2:29][O:28][CH2:27][CH2:26]1.C(O)(=O)C>C(=O)(O)[O-].[Na+].C(O)C.[OH-].[Na+].[Zn]>[O:28]1[CH2:27][CH2:26][CH:25]([CH2:24][CH2:23][CH:22]([NH2:21])[C:31]2[CH:32]=[N:33][CH:34]=[CH:35][CH:36]=2)[CH2:30][CH2:29]1 |f:1.2,5.6,8.9|. Procedure: A solution of diisopropyl amine (1.05 ml, 10.39 mmol) in dry THF(25 ml) was added to n-butyllithium (6.4 ml, 1.6 M solution in THF) at 0° C.; this mixture is then added to a stirred suspension of the Schiff base obtained from the reaction of isopropylamine with 3-acetylpyridine [De Kimpe et al., Tetrahedron Lett., 34, 4693-4696, 1993 ] (1 g, 6.1 mmol) in dry THF (20 ml) at 0° C. LDA is added to the mixture through a cannula, and the reaction is stirred for 45 mins at 0° C. Tetrahydropyran-4-meth... Starting materials: C(C)OC(=O)C=1N(N=C(C1Cl)C(C)(C)C)C (5-tert-butyl-4-chloro-2-methyl-2H-pyrazole-3-carboxylic acid ethyl ester), [OH-].[Na+] (NaOH). The solvent is CO (MeOH). Run at time 4 hour. Product: C(C)(C)(C)C=1C(=C(N(N1)C)C(=O)O)Cl (5-tert-Butyl-4-chloro-2-methyl-2H-pyrazole-3-carboxylic acid). RXN SMILES: C([O:3][C:4]([C:6]1[N:7]([CH3:16])[N:8]=[C:9]([C:12]([CH3:15])([CH3:14])[CH3:13])[C:10]=1[Cl:11])=[O:5])C.[OH-].[Na+]>CO>[C:12]([C:9]1[C:10]([Cl:11])=[C:6]([C:4]([OH:5])=[O:3])[N:7]([CH3:16])[N:8]=1)([CH3:15])([CH3:13])[CH3:14] |f:1.2|. Procedure: A mixture of 5-tert-butyl-4-chloro-2-methyl-2H-pyrazole-3-carboxylic acid ethyl ester (prepared as described in the previous step, 2.20 g, 9.00 mmol) and 3 N aqueous NaOH (7.50 mL, 22.5 mmol) in MeOH (40 mL) was stirred at room temperature for 4 h. The solvent was removed under reduced pressure, and the residue was treated with H2O (30 mL) and washed with Et2O. The aqueous layer was then acidified to pH 7 by 2 N aqueous HCl and extracted with DCM. The combined organic layers were washed with bri... The reactants are C1(=CC=CC=C1)C=1N(C(=C2CCCCC12)C1=CC=CC=C1)N (1,3-diphenyl-4,5,6,7-tetrahydro-2H-2-isoindolamine), CS(=O)(=O)Cl (methanesulphonyl chloride). Yields the product C1(=CC=CC=C1)C=1N(C(=C2CCCCC12)C1=CC=CC=C1)N(S(=O)(=O)C)S(=O)(=O)C (1,3-diphenyl-2-dimethanesulphonylamino-4,5,6,7-tetrahydro-2H-isoindole). RXN SMILES: [C:1]1([C:7]2[N:8]([NH2:22])[C:9]([C:16]3[CH:21]=[CH:20][CH:19]=[CH:18][CH:17]=3)=[C:10]3[C:15]=2[CH2:14][CH2:13][CH2:12][CH2:11]3)[CH:6]=[CH:5][CH:4]=[CH:3][CH:2]=1.[CH3:23][S:24](Cl)(=[O:26])=[O:25]>>[C:16]1([C:9]2[N:8]([N:22]([S:24]([CH3:23])(=[O:26])=[O:25])[S:24]([CH3:23])(=[O:26])=[O:25])[C:7]([C:1]3[CH:2]=[CH:3][CH:4]=[CH:5][CH:6]=3)=[C:15]3[C:10]=2[CH2:11][CH2:12][CH2:13][CH2:14]3)[CH:17]=[CH:18][CH:19]=[CH:20][CH:21]=1. Procedure details: 1,3-Diphenyl-4,5,6,7-tetrahydro-2H-2-isoindolamine (Example 11) is treated with 2 equivalents of methanesulphonyl chloride.